Dataset: the Open Reaction Database (ORD), a public repository of structured organic reaction records. Task: describe an organic reaction: reactants, conditions, products, and yield The product is CC(C)(C)[Si](C)(C)OC1CC2OC2(CO)C1C[Si](C)(C)c1ccccc1. RXN SMILES: [C:26]([O:27][O-:28])(=[O:29])[c:31]1[c:32]([C:37](=[O:30])[O-:38])[cH:33][cH:34][cH:35][cH:36]1.[CH3:1][C:2]([CH3:3])([CH3:4])[Si:5]([O:6][CH:7]1[CH2:8][CH:9]=[C:10]([CH2:22][OH:23])[CH:11]1[CH2:12][Si:13]([c:14]1[cH:15][cH:16][cH:17][cH:18][cH:19]1)([CH3:20])[CH3:21])([CH3:24])[CH3:25].[CH3:40][OH:41].[CH3:42][CH2:43][O:44][C:45](=[O:46])[CH3:47].[Mg+2:39]>>[CH3:1][C:2]([CH3:3])([CH3:4])[Si:5]([O:6][CH:7]1[CH2:8][CH:9]2[C:10]([CH2:22][OH:23])([CH:11]1[CH2:12][Si:13]([c:14]1[cH:15][cH:16][cH:17][cH:18][cH:19]1)([CH3:20])[CH3:21])[O:30]2)([CH3:24])[CH3:25]. The reactants are O=C([O-])c1ccccc1C(=O)O[O-], CC(C)(C)[Si](C)(C)OC1CC=C(CO)C1C[Si](C)(C)c1ccccc1, CO, CCOC(C)=O, [Mg+2].